This data is from the Open Reaction Database (ORD), a public repository of structured organic reaction records. The task is: describe an organic reaction: reactants, conditions, products, and yield Reactants: Brc1ccc(Br)cc1, O=C1CCC1, C1CCOC1, [Li]CCCC. Yields the product OC1(c2ccc(Br)cc2)CCC1. RXN SMILES: [Br:6][c:7]1[cH:8][cH:9][c:10]([Br:11])[cH:12][cH:13]1.[C:14]1(=[O:18])[CH2:15][CH2:16][CH2:17]1.[CH2:19]1[O:20][CH2:21][CH2:22][CH2:23]1.[CH2:1]([Li:2])[CH2:3][CH2:4][CH3:5]>>[c:7]1([C:14]2([OH:18])[CH2:15][CH2:16][CH2:17]2)[cH:8][cH:9][c:10]([Br:11])[cH:12][cH:13]1.